Dataset: the Open Reaction Database (ORD), a public repository of structured organic reaction records. Task: describe an organic reaction: reactants, conditions, products, and yield Reaction SMILES: [BH4-:22].[C:1]([CH3:2])([CH3:3])([CH3:4])[CH:5]([CH:6]1[CH2:7][CH2:8][C:9]2([CH2:10][CH2:11][C:12](=[O:15])[CH2:13][CH2:14]2)[CH2:16][CH2:17]1)[O:18][SiH:19]([CH3:20])[CH3:21].[CH3:37][OH:38].[Na+:23].[OH:24][C:25]([CH2:26][C:27]([C:28](=[O:29])[OH:30])([CH2:31][C:32](=[O:33])[OH:34])[OH:35])=[O:36]>>[C:1]([CH3:2])([CH3:3])([CH3:4])[CH:5]([CH:6]1[CH2:7][CH2:8][C:9]2([CH2:10][CH2:11][CH:12]([OH:15])[CH2:13][CH2:14]2)[CH2:16][CH2:17]1)[O:18][SiH:19]([CH3:20])[CH3:21]. Product: C[SiH](C)OC(C1CCC2(CCC(O)CC2)CC1)C(C)(C)C. Reactants: [BH4-], C[SiH](C)OC(C1CCC2(CCC(=O)CC2)CC1)C(C)(C)C, CO, [Na+], O=C(O)CC(O)(CC(=O)O)C(=O)O. Starting materials: CC(=O)[O-], CC(=O)[O-], O=c1cc(CSc2ccc(Cl)cc2)cn[nH]1, ClCCl, Cl, [Cu+2], COc1cc(B(O)O)ccc1OCC(C)(C)O, c1ccncc1. The product is COc1cc(-n2ncc(CSc3ccc(Cl)cc3)cc2=O)ccc1OCC(C)(C)O. As a reaction SMILES: [C:44]([O-:45])(=[O:46])[CH3:47].[C:49]([O-:50])(=[O:51])[CH3:52].[Cl:1][c:2]1[cH:3][cH:4][c:5]([S:8][CH2:9][c:10]2[cH:11][c:12](=[O:16])[nH:13][n:14][cH:15]2)[cH:6][cH:7]1.[Cl:41][CH2:42][Cl:43].[ClH:40].[Cu+2:48].[OH:17][C:18]([CH2:19][O:20][c:21]1[c:22]([O:30][CH3:31])[cH:23][c:24]([B:27]([OH:28])[OH:29])[cH:25][cH:26]1)([CH3:32])[CH3:33].[cH:34]1[cH:35][cH:36][n:37][cH:38][cH:39]1>>[Cl:1][c:2]1[cH:3][cH:4][c:5]([S:8][CH2:9][c:10]2[cH:11][c:12](=[O:16])[n:13](-[c:24]3[cH:23][c:22]([O:30][CH3:31])[c:21]([O:20][CH2:19][C:18]([OH:17])([CH3:32])[CH3:33])[cH:26][cH:25]3)[n:14][cH:15]2)[cH:6][cH:7]1. The reactants are CC=1C=CC2=C(SC(C(CO2)=O)C(=O)OC)C1 (Methyl 7-methyl-3-oxo-3,4-dihydro-2H-1,5-benzoxathiepin-4-carboxylate), BrCCCCl (1-bromo-3-chloropropane). Product: ClCCCC1(C(COC2=C(S1)C=C(C=C2)C)=O)C(=O)OC (methyl 4-(3-chloropropyl)-7-methyl-3-oxo-3,4-dihydro-2H-1,5-benzoxathiepin-4-carboxylate). As a reaction SMILES: [CH3:1][C:2]1[CH:3]=[CH:4][C:5]2[O:11][CH2:10][C:9](=[O:12])[CH:8]([C:13]([O:15][CH3:16])=[O:14])[S:7][C:6]=2[CH:17]=1.Br[CH2:19][CH2:20][CH2:21][Cl:22]>>[Cl:22][CH2:21][CH2:20][CH2:19][C:8]1([C:13]([O:15][CH3:16])=[O:14])[S:7][C:6]2[CH:17]=[C:2]([CH3:1])[CH:3]=[CH:4][C:5]=2[O:11][CH2:10][C:9]1=[O:12]. Procedure details: Methyl 7-methyl-3-oxo-3,4-dihydro-2H-1,5-benzoxathiepin-4-carboxylate (4.1 g) is treated with 1-bromo-3-chloropropane in the same manner as described in Reference Example 25 to give methyl 4-(3-chloropropyl)-7-methyl-3-oxo-3,4-dihydro-2H-1,5-benzoxathiepin-4-carboxylate (2.0 g) as a colorless oil. Starting materials: C1CCOC1, [Li]CCCC, CC(C)NC(C)C, Clc1cccnc1Cl, O=C=O, O. Product: O=C(O)c1ccnc(Cl)c1Cl. Reaction SMILES: [CH2:24]1[O:25][CH2:26][CH2:27][CH2:28]1.[CH3:8][CH2:9][CH2:10][CH2:11][Li:12].[CH:1]([NH:2][CH:3]([CH3:4])[CH3:5])([CH3:6])[CH3:7].[Cl:13][c:14]1[n:15][cH:16][cH:17][cH:18][c:19]1[Cl:20].[O:21]=[C:22]=[O:23].[OH2:29]>>[Cl:13][c:14]1[n:15][cH:16][cH:17][c:18]([C:22](=[O:21])[OH:23])[c:19]1[Cl:20]. Reactants: N#N.C(C1=CC=CC=C1)OC(=O)N[C@H]([C@@H](C[C@@]1(N(CCC1)C1=CC=CC=C1)C(=O)N)O)CC1=CC=CC=C1 (N2 [3(S)-(benzyloxyformamido)-2(R)-hydroxy-4-phenylbutyl]-N1 -phenyl-L-prolinamide). The reagents and catalysts are [Pd] (palladium-on-carbon). Solvent: C(C)O (ethanol). Yields the product N#N.N[C@H]([C@@H](C[C@@]1(N(CCC1)C1=CC=CC=C1)C(=O)N)O)CC1=CC=CC=C1 (N2 [3(S)-amino-2(R)-hydroxy-4-phenylbutyl]-N1 -phenyl-L-prolinamide). The yield is 94.6%. RXN SMILES: [N:1]#[N:2].C(OC([NH:13][C@@H:14]([CH2:32][C:33]1[CH:38]=[CH:37][CH:36]=[CH:35][CH:34]=1)[C@H:15]([OH:31])[CH2:16][C@@:17]1([C:28]([NH2:30])=[O:29])[CH2:21][CH2:20][CH2:19][N:18]1[C:22]1[CH:27]=[CH:26][CH:25]=[CH:24][CH:23]=1)=O)C1C=CC=CC=1>C(O)C.[Pd]>[N:1]#[N:2].[NH2:13][C@@H:14]([CH2:32][C:33]1[CH:34]=[CH:35][CH:36]=[CH:37][CH:38]=1)[C@H:15]([OH:31])[CH2:16][C@@:17]1([C:28]([NH2:30])=[O:29])[CH2:21][CH2:20][CH2:19][N:18]1[C:22]1[CH:27]=[CH:26][CH:25]=[CH:24][CH:23]=1 |f:0.1,4.5|. Procedure details: A solution of 0.45 g of N2 -[3(S)-(benzyloxyformamido)-2(R)-hydroxy-4-phenylbutyl]-N1 -phenyl-L-prolinamide in 20 ml of ethanol was hydrogenated over 10% palladium-on-carbon for 4 hours to give 0.315 g of N2 -[3(S)-amino-2(R)-hydroxy-4-phenylbutyl]-N1 -phenyl-L-prolinamide in the form of a white solid; MS: m/e 354 [M+H]+.